This data is from the Open Reaction Database (ORD), a public repository of structured organic reaction records. The task is: describe an organic reaction: reactants, conditions, products, and yield Starting materials: C(C)(C)(C)OC(=O)N1C=NC=C1\C=C\1/CN(CCC1O)C(C1=CC=CC=C1)(C1=CC=CC=C1)C1=CC=CC=C1 ((E)-3-{[1-(t-butoxycarbonyl)-1H-imidazol-5-yl]methylidene}-1-(triphenylmethyl)piperidin-4-ol), C(C)(=S)O (thioacetic acid), C(C(C)(C)C)OC(N(C)C)OCC(C)(C)C (N,N-dimethylformamide dineopentyl acetal), O (water). The solvent is C1(=CC=CC=C1)C (toluene). Conditions: time 1 hour. The product is C(C)(=O)SC1/C(/CN(CC1)C(C1=CC=CC=C1)(C1=CC=CC=C1)C1=CC=CC=C1)=C/C1=CN=CN1C(=O)OC(C)(C)C ((E)-4-(acetylsulfanyl)-3-{[1-(t-butoxycarbonyl)-1H-imidazol-5-yl]methylidene}-1-(triphenylmethyl)piperidine). As a reaction SMILES: [C:1]([O:5][C:6]([N:8]1[C:12](/[CH:13]=[C:14]2\[CH2:15][N:16]([C:21]([C:34]3[CH:39]=[CH:38][CH:37]=[CH:36][CH:35]=3)([C:28]3[CH:33]=[CH:32][CH:31]=[CH:30][CH:29]=3)[C:22]3[CH:27]=[CH:26][CH:25]=[CH:24][CH:23]=3)[CH2:17][CH2:18][CH:19]\2O)=[CH:11][N:10]=[CH:9]1)=[O:7])([CH3:4])([CH3:3])[CH3:2].[C:40]([OH:43])(=[S:42])[CH3:41].C(OC(OCC(C)(C)C)N(C)C)C(C)(C)C.O>C1(C)C=CC=CC=1>[C:40]([S:42][CH:19]1[CH2:18][CH2:17][N:16]([C:21]([C:28]2[CH:33]=[CH:32][CH:31]=[CH:30][CH:29]=2)([C:22]2[CH:27]=[CH:26][CH:25]=[CH:24][CH:23]=2)[C:34]2[CH:35]=[CH:36][CH:37]=[CH:38][CH:39]=2)[CH2:15]/[C:14]/1=[CH:13]\[C:12]1[N:8]([C:6]([O:5][C:1]([CH3:2])([CH3:3])[CH3:4])=[O:7])[CH:9]=[N:10][CH:11]=1)(=[O:43])[CH3:41]. Procedure: To a solution of (E)-3-{[1-(t-butoxycarbonyl)-1H-imidazol-5-yl]methylidene}-1-(triphenylmethyl)piperidin-4-ol (6.00 g) in toluene (100 ml) were added successively thioacetic acid (1.64 ml) and N,N-dimethylformamide dineopentyl acetal (6.40 ml) under ice-cooling, and the resulting mixture was stirred at room temperature for 1 hour. After stirring, water was added to the reaction mixture, and the resulting mixture was extracted with ethyl acetate. The extract was washed with saturated aqueous sodi... Reactants: CCN=C=NCCCN(C)C, CC1SC(C(=O)O)Cc2cc3c(cc2C1=O)OCO3, CN(C)C=O, ClCCl, Cl, CCOP(=O)(Cc1ccc(N)cc1)OCC, O, On1nnc2ccccc21. The product is CCOP(=O)(Cc1ccc(NC(=O)C2Cc3cc4c(cc3C(=O)C(C)S2)OCO4)cc1)OCC. RXN SMILES: [CH2:2]([N:3]=[C:4]=[N:5][CH2:6][CH2:7][CH2:8][N:9]([CH3:10])[CH3:11])[CH3:12].[CH3:13][CH:14]1[C:15](=[O:31])[c:16]2[c:17]([cH:24][c:25]3[c:26]([cH:27]2)[O:28][CH2:29][O:30]3)[CH2:18][CH:19]([C:21](=[O:22])[OH:23])[S:20]1.[CH3:61][N:62]([CH3:63])[CH:64]=[O:65].[Cl:58][CH2:59][Cl:60].[ClH:1].[NH2:32][c:33]1[cH:34][cH:35][c:36]([CH2:37][P:38]([O:39][CH2:40][CH3:41])([O:42][CH2:43][CH3:44])=[O:45])[cH:46][cH:47]1.[OH2:66].[OH:48][n:49]1[c:50]2[cH:51][cH:52][cH:53][cH:54][c:55]2[n:56][n:57]1>>[CH3:13][CH:14]1[C:15](=[O:31])[c:16]2[c:17]([cH:24][c:25]3[c:26]([cH:27]2)[O:28][CH2:29][O:30]3)[CH2:18][CH:19]([C:21](=[O:23])[NH:32][c:33]2[cH:34][cH:35][c:36]([CH2:37][P:38]([O:39][CH2:40][CH3:41])([O:42][CH2:43][CH3:44])=[O:45])[cH:46][cH:47]2)[S:20]1. The reactants are COC(C1=C(C(=C(C=C1)F)C(OC)C(NCC1=CC=C(C=C1)C#N)=O)F)=O ((RS)-3-[(4-cyano-benzylcarbamoyl)-methoxy-methyl]-2,4-difluoro-benzoic acid methyl ester), O[Li].O (LiOH.H2O). The solvent is C1CCOC1.CO.O (THF MeOH H2O). Product: C(#N)C1=CC=C(CNC(=O)C(C=2C(=C(C(=O)O)C=CC2F)F)OC)C=C1 ((RS)-3-[(4-cyano-benzylcarbamoyl)-methoxy-methyl]-2,4-difluoro-benzoic acid). The yield is 91.2%. As a reaction SMILES: C[O:2][C:3](=[O:27])[C:4]1[CH:9]=[CH:8][C:7]([F:10])=[C:6]([CH:11]([C:14](=[O:25])[NH:15][CH2:16][C:17]2[CH:22]=[CH:21][C:20]([C:23]#[N:24])=[CH:19][CH:18]=2)[O:12][CH3:13])[C:5]=1[F:26].O[Li].O>C1COCC1.CO.O>[C:23]([C:20]1[CH:21]=[CH:22][C:17]([CH2:16][NH:15][C:14]([CH:11]([O:12][CH3:13])[C:6]2[C:5]([F:26])=[C:4]([CH:9]=[CH:8][C:7]=2[F:10])[C:3]([OH:27])=[O:2])=[O:25])=[CH:18][CH:19]=1)#[N:24] |f:1.2,3.4.5|. Procedure: A solution of (RS)-3-[(4-cyano-benzylcarbamoyl)-methoxy-methyl]-2,4-difluoro-benzoic acid methyl ester (2.05 g) and LiOH.H2O (241 mg) in THF/MeOH/H2O 1:1:0.5 (75 ml) was stirred 1 h at rt. The organic solvents were evaporated, ice cold H2O (50 ml) was added and the pH was lowered (pH=2) by addition of 2 N aq. HCl sol. The product was extracted with AcOEt (2×120 ml). The organic layers were washed with brine (100 ml), combined and dried over Na2SO4. Evaporation of the solvent yielded 1.80 g of (R... Starting materials: O=C(Cl)c1ccccc1, O=C([O-])O, [Na+], NC(c1ccccc1)C(O)C(=O)O. Yields the product O=C(NC(c1ccccc1)C(O)C(=O)O)c1ccccc1. RXN SMILES: [C:14]([c:15]1[cH:16][cH:17][cH:18][cH:19][cH:20]1)(=[O:21])[Cl:22].[C:23](=[O:24])([OH:25])[O-:26].[Na+:27].[c:1]1([CH:7]([NH2:8])[CH:9]([OH:10])[C:11](=[O:12])[OH:13])[cH:2][cH:3][cH:4][cH:5][cH:6]1>>[c:1]1([CH:7]([NH:8][C:14]([c:15]2[cH:16][cH:17][cH:18][cH:19][cH:20]2)=[O:21])[CH:9]([OH:10])[C:11](=[O:12])[OH:13])[cH:2][cH:3][cH:4][cH:5][cH:6]1. Starting materials: C(CC(=O)OC)(=O)OC(C)(C)C (tert-butyl methyl malonate), C([O-])([O-])=O.[Cs+].[Cs+] (cesium carbonate), FC(C=1C=C(C=C(C1)C(F)(F)F)NC(=S)N[C@H]1[C@@H](CCCC1)N(C)C)(F)F (1-[3,5-bis(trifluoromethy)phenyl]-3-[(1R,2R)-(−)-2-(dimethylamino)cyclohexyl]thiourea), C(C1=CC=CC=C1)OC=1C=C(C=NC1)C(S(=O)(=O)C1=CC=CC=C1)NC(OC(C)(C)C)=O (Tert-butyl {[5-(benzyloxy)pyridin-3-yl](phenylsulfonyl)methyl}carbamate). Run in O (water), C(C)(=O)OCC (ethyl acetate), C1(=CC=CC=C1)C (toluene). Run at temperature 0 celsius, time 48 hour. Product: C(C1=CC=CC=C1)OC=1C=C(C=NC1)[C@H](C(C(=O)OC(C)(C)C)C(=O)OC)NC(=O)OC(C)(C)C (tert-butyl methyl 2-{(1S)-[5-(benzyloxy)pyridin-3-yl][(tert-butoxycarbonyl)amino]methyl}propanedioate). As a reaction SMILES: [CH2:1]([O:8][C:9]1[CH:10]=[C:11]([CH:15]([NH:25][C:26](=[O:32])[O:27][C:28]([CH3:31])([CH3:30])[CH3:29])S(C2C=CC=CC=2)(=O)=O)[CH:12]=[N:13][CH:14]=1)[C:2]1[CH:7]=[CH:6][CH:5]=[CH:4][CH:3]=1.[C:33]([O:40][C:41]([CH3:44])([CH3:43])[CH3:42])(=[O:39])[CH2:34][C:35]([O:37][CH3:38])=[O:36].C(=O)([O-])[O-].[Cs+].[Cs+].FC(F)(F)C1C=C(NC(N[C@@H]2CCCC[C@H]2N(C)C)=S)C=C(C(F)(F)F)C=1>O.C(OCC)(=O)C.C1(C)C=CC=CC=1>[CH2:1]([O:8][C:9]1[CH:10]=[C:11]([C@@H:15]([NH:25][C:26]([O:27][C:28]([CH3:29])([CH3:30])[CH3:31])=[O:32])[CH:34]([C:35]([O:37][CH3:38])=[O:36])[C:33]([O:40][C:41]([CH3:44])([CH3:42])[CH3:43])=[O:39])[CH:12]=[N:13][CH:14]=1)[C:2]1[CH:3]=[CH:4][CH:5]=[CH:6][CH:7]=1 |f:2.3.4|. Procedure: Tert-butyl {[5-(benzyloxy)pyridin-3-yl](phenylsulfonyl)methyl}carbamate (2.2 g, 4.84 mmol) was suspended in a toluene (16.5 mL) water (13 mL) mixture. At 0° C. tert-butyl methyl malonate (1.0 mL, 5.8 mmol), cesium carbonate (1.58 g, 4.84 mmol) and 1-[3,5-bis(trifluoromethy)phenyl]-3-[(1R,2R)-(−)-2-(dimethylamino)cyclohexyl]thiourea (200 mg, 0.48 mmol) was added and the mixture was stirred for 48 hours at 0° C. After storage at 5° C. for 72 hours the mixture was diluted with water and ethyl aceta... Reactants: C1(CC1)C(CC(=O)OC(C)(C)C)C(=O)N1CC2=C(CC1)N=C(O2)C2=CC=CC=C2 (tert-butyl 3-cyclopropyl-4-(2-phenyl-6,7-dihydro-4H-oxazolo[5,4-c]pyridin-5-yl)-4-oxobutanoate). The solvent is Cl (HCl). Reaction conditions: temperature 60 celsius, time 8 hour. The product is C1(CC1)C(CC(=O)OC)C(=O)N1CC2=C(CC1)N=C(O2)C2=CC=CC=C2 (methyl 3-cyclopropyl-4-(2-phenyl-6,7-dihydro-4H-oxazolo[5,4-c]pyridin-5-yl)-4-oxobutanoate). RXN SMILES: [CH:1]1([CH:4]([C:13]([N:15]2[CH2:20][CH2:19][C:18]3[N:21]=[C:22]([C:24]4[CH:29]=[CH:28][CH:27]=[CH:26][CH:25]=4)[O:23][C:17]=3[CH2:16]2)=[O:14])[CH2:5][C:6]([O:8][C:9](C)(C)C)=[O:7])[CH2:3][CH2:2]1>Cl>[CH:1]1([CH:4]([C:13]([N:15]2[CH2:20][CH2:19][C:18]3[N:21]=[C:22]([C:24]4[CH:29]=[CH:28][CH:27]=[CH:26][CH:25]=4)[O:23][C:17]=3[CH2:16]2)=[O:14])[CH2:5][C:6]([O:8][CH3:9])=[O:7])[CH2:3][CH2:2]1. Reported procedure: 1.4 g (3.6 mmol) tert-butyl 3-cyclopropyl-4-(2-phenyl-6,7-dihydro-4H-oxazolo[5,4-c]pyridin-5-yl)-4-oxobutanoate are mixed with 150 ml of 1.25 M HCl and stirred for 8 h at 60° C. The mixture is evaporated down and the residue is taken up in dichloromethane. It is filtered to remove the precipitate and the filtrate is evaporated down. This yields 650 mg of colourless resin which is dissolved in 10 ml MeOH and combined with 1 ml 2M trimethylsilyl-diazomethane solution in hexane while being cooled t... The reactants are N[C@H]1C2=C(C3=C(N(C1=O)CCOC)C=CC=C3)C=CC=C2 ((S)-7-amino-5-(2-methoxy-ethyl)-5H,7H-dibenzo[b,d]azepin-6-one), COC(C(=O)O)C(=O)NCC(C(F)(F)F)(F)F (2-methoxy-N-(2,2,3,3,3-pentafluoro-propyl)-malonamic acid), example 1c. Yields the product COC(C(=O)N[C@H]1C2=C(C3=C(N(C1=O)CCOC)C=CC=C3)C=CC=C2)C(=O)NCC(C(F)(F)F)(F)F (2-Methoxy-N—[(S)-5-(2-methoxy-ethyl)-6-oxo-6,7-dihydro-5H-dibenzo[b,d]azepin-7-yl]-N′-(2,2,3,3,3-pentafluoro-propyl)-malonamide). RXN SMILES: [NH2:1][C@@H:2]1[C:8](=[O:9])[N:7]([CH2:10][CH2:11][O:12][CH3:13])[C:6]2[CH:14]=[CH:15][CH:16]=[CH:17][C:5]=2[C:4]2[CH:18]=[CH:19][CH:20]=[CH:21][C:3]1=2.[CH3:22][O:23][CH:24]([C:28]([NH:30][CH2:31][C:32]([F:38])([F:37])[C:33]([F:36])([F:35])[F:34])=[O:29])[C:25](O)=[O:26]>>[CH3:22][O:23][CH:24]([C:28]([NH:30][CH2:31][C:32]([F:37])([F:38])[C:33]([F:34])([F:35])[F:36])=[O:29])[C:25]([NH:1][C@@H:2]1[C:8](=[O:9])[N:7]([CH2:10][CH2:11][O:12][CH3:13])[C:6]2[CH:14]=[CH:15][CH:16]=[CH:17][C:5]=2[C:4]2[CH:18]=[CH:19][CH:20]=[CH:21][C:3]1=2)=[O:26]. Procedure details: Using (S)-7-amino-5-(2-methoxy-ethyl)-5H,7H-dibenzo[b,d]azepin-6-one and 2-methoxy-N-(2,2,3,3,3-pentafluoro-propyl)-malonamic acid, the title compound was prepared in the same manner as example 1c (84%). White solid. MS: m/e=530(M+H+). Reactants: CC(=O)NC(Cc1ccc(N2CC(=O)N(CC[Si](C)(C)C)S2(=O)=O)c(OCc2ccccc2)c1)C(=O)OC(C)(C)C, CCOC(C)=O, CN(C)C=O. Yields the product CC(=O)NC(Cc1ccc(N2CC(=O)NS2(=O)=O)c(OCc2ccccc2)c1)C(=O)OC(C)(C)C. RXN SMILES: [C:1]([CH3:2])([CH3:3])([CH3:4])[O:5][C:6]([CH:7]([CH2:8][c:9]1[cH:10][c:11]([O:29][CH2:30][c:31]2[cH:32][cH:33][cH:34][cH:35][cH:36]2)[c:12]([N:15]2[S:16](=[O:27])(=[O:28])[N:17]([CH2:21][CH2:22][Si:23]([CH3:24])([CH3:25])[CH3:26])[C:18](=[O:20])[CH2:19]2)[cH:13][cH:14]1)[NH:37][C:38]([CH3:39])=[O:40])=[O:41].[CH3:42][CH2:43][O:44][C:45](=[O:46])[CH3:47].[O:48]=[CH:49][N:50]([CH3:51])[CH3:52]>>[C:1]([CH3:2])([CH3:3])([CH3:4])[O:5][C:6]([CH:7]([CH2:8][c:9]1[cH:10][c:11]([O:29][CH2:30][c:31]2[cH:32][cH:33][cH:34][cH:35][cH:36]2)[c:12]([N:15]2[S:16](=[O:27])(=[O:28])[NH:17][C:18](=[O:20])[CH2:19]2)[cH:13][cH:14]1)[NH:37][C:38]([CH3:39])=[O:40])=[O:41]. The reactants are Oc1ccc(Br)c(F)c1F, CC(=O)[O-], ClCCl, OB(O)c1ccccc1. The product is Fc1c(Br)ccc(Oc2ccccc2)c1F. RXN SMILES: [Br:1][c:2]1[c:3]([F:10])[c:4]([F:9])[c:5]([OH:8])[cH:6][cH:7]1.[CH3:20][C:21](=[O:22])[O-:23].[Cl:24][CH2:25][Cl:26].[OH:11][B:12]([OH:13])[c:14]1[cH:15][cH:16][cH:17][cH:18][cH:19]1>>[Br:1][c:2]1[c:3]([F:10])[c:4]([F:9])[c:5]([O:8][c:14]2[cH:15][cH:16][cH:17][cH:18][cH:19]2)[cH:6][cH:7]1. Reactants: O=C(CCC1=NC=CC=C1)NNC(=O)N1C2=C(OC3=C(C1)C=CC=C3)C=CC(=C2)Cl (8-chlorodibenz[b,f][1,41oxazepine-10(11H)-carboxylic acid, 2-[1-oxo-3-(2-pyridinyl)propyl]hydrazide). The solvent is 3A, C(C)O (ethanol). Product: Cl.O=C(CCC1=NC=CC=C1)NNC(=O)N1C2=C(OC3=C(C1)C=CC=C3)C=CC(=C2)Cl (8-chlorodibenz[b,f][1,4]oxazepine-10(11H)-carboxylic acid, 2-[1-oxo-3-(2-pyridinyl)propyl]hydrazide, monohydrochloride). The yield is 153.4%. Reaction SMILES: [O:1]=[C:2]([NH:11][NH:12][C:13]([N:15]1[CH2:21][C:20]2[CH:22]=[CH:23][CH:24]=[CH:25][C:19]=2[O:18][C:17]2[CH:26]=[CH:27][C:28]([Cl:30])=[CH:29][C:16]1=2)=[O:14])[CH2:3][CH2:4][C:5]1[CH:10]=[CH:9][CH:8]=[CH:7][N:6]=1>C(O)C>[ClH:30].[O:1]=[C:2]([NH:11][NH:12][C:13]([N:15]1[CH2:21][C:20]2[CH:22]=[CH:23][CH:24]=[CH:25][C:19]=2[O:18][C:17]2[CH:26]=[CH:27][C:28]([Cl:30])=[CH:29][C:16]1=2)=[O:14])[CH2:3][CH2:4][C:5]1[CH:10]=[CH:9][CH:8]=[CH:7][N:6]=1 |f:2.3|. Reported procedure: 2.64 g of 8-chlorodibenz[b,f][1,41oxazepine-10(11H)-carboxylic acid, 2-[1-oxo-3-(2-pyridinyl)propyl]hydrazide (6), prepared as described above in Example 6, was taken up in 25 mL of 3A ethanol and filtered to remove any undissolved material. The solution was cooled in an ice bath with stirring. To this was added dropwise 5.3 mL of 9.5M hydrogen chloride in ethanol. After stirring in the ice bath for 5 minutes, some of the product precipitated. This was poured slowly into 275 mL of stirring dieth...